Dataset: the Open Reaction Database (ORD), a public repository of structured organic reaction records. Task: describe an organic reaction: reactants, conditions, products, and yield Starting materials: C(CCC)[C@]12[C@H](CC[C@H]2[C@H]2[C@H](CC1)C=1CC=C(CC1CC2)OC)O (13β-n-butyl-3-methoxy-gona-2,5(10)-dien-17β-ol), Cl (hydrochloric acid). Run in CO (methanol), O (water), O (water). Conditions: time 2 hour. Product: C(CCC)[C@]12[C@H](CC[C@H]2[C@H]2[C@H](CC1)[C@H]1CCC(C=C1CC2)=O)O (13β-n-Butyl-17β-hydroxy-gon-4-en-3-one). The yield is 68.2%. Reaction SMILES: [CH2:1]([C@:5]12[CH2:13][CH2:12][C@@H:11]3[C:14]4[CH2:15][CH:16]=[C:17]([O:22]C)[CH2:18][C:19]=4[CH2:20][CH2:21][C@H:10]3[C@@H:9]1[CH2:8][CH2:7][C@@H:6]2[OH:24])[CH2:2][CH2:3][CH3:4].Cl>O.CO>[CH2:1]([C@:5]12[CH2:13][CH2:12][C@@H:11]3[C@@H:14]4[C:19]([CH2:20][CH2:21][C@H:10]3[C@@H:9]1[CH2:8][CH2:7][C@@H:6]2[OH:24])=[CH:18][C:17](=[O:22])[CH2:16][CH2:15]4)[CH2:2][CH2:3][CH3:4]. Procedure: Shake 13β-n-butyl-3-methoxy-gona-2,5(10)-dien-17β-ol (0.49 g.) with concentrated hydrochloric acid (1.2 cc.) in water (0.8 cc.) and methanol (18 cc.) until solution is complete. Allow to stand 2 hours at room temperature, pour the mixture into water and extract the product with ether. Evaporate the washed and dried ether extracts and recrystallize the solid from a mixture of ethyl acetate and ether to obtain the title compound (0.32 g.), m.p. 169°-70°; ultraviolet absorption peak at 240 mμ (ε17,... Starting materials: O=Cc1sccc1Br, O=C([O-])O, COCCOC, [Na+], [Pd], c1ccc(P(c2ccccc2)c2ccccc2)cc1, c1ccc(P(c2ccccc2)c2ccccc2)cc1, c1ccc(P(c2ccccc2)c2ccccc2)cc1, c1ccc(P(c2ccccc2)c2ccccc2)cc1, OB(O)c1cccs1. The product is O=Cc1sccc1-c1cccs1. Reaction SMILES: [Br:1][c:2]1[c:3]([CH:7]=[O:8])[s:4][cH:5][cH:6]1.[C:17](=[O:18])([OH:19])[O-:20].[CH3:22][O:23][CH2:24][CH2:25][O:26][CH3:27].[Na+:21].[Pd:28].[c:29]1([P:30]([c:31]2[cH:32][cH:33][cH:34][cH:35][cH:36]2)[c:37]2[cH:38][cH:39][cH:40][cH:41][cH:42]2)[cH:43][cH:44][cH:45][cH:46][cH:47]1.[c:48]1([P:49]([c:50]2[cH:51][cH:52][cH:53][cH:54][cH:55]2)[c:56]2[cH:57][cH:58][cH:59][cH:60][cH:61]2)[cH:62][cH:63][cH:64][cH:65][cH:66]1.[c:67]1([P:68]([c:69]2[cH:70][cH:71][cH:72][cH:73][cH:74]2)[c:75]2[cH:76][cH:77][cH:78][cH:79][cH:80]2)[cH:81][cH:82][cH:83][cH:84][cH:85]1.[c:86]1([P:87]([c:88]2[cH:89][cH:90][cH:91][cH:92][cH:93]2)[c:94]2[cH:95][cH:96][cH:97][cH:98][cH:99]2)[cH:100][cH:101][cH:102][cH:103][cH:104]1.[s:9]1[c:10]([B:14]([OH:15])[OH:16])[cH:11][cH:12][cH:13]1>>[c:2]1(-[c:10]2[s:9][cH:13][cH:12][cH:11]2)[c:3]([CH:7]=[O:8])[s:4][cH:5][cH:6]1. Starting materials: C(C)OC=O (formic acid ethyl ester), C(C)OC(CC=1C=NC=CC1)=O (3-pyridylacetic acid ethyl ester), [H-].[Na+] (sodium hydride), C1COCCOCCOCCOCCOCCO1 (18-crown-6), [Cl-].[NH4+] (ammonium chloride). Run in C1(=CC=CC=C1)C (toluene). Run at time 30 minute. The product is C(C)OC(C(=CO)C=1C=NC=CC1)=O (3-Hydroxy-2-pyridin-3-yl-acrylic acid ethyl ester). As a reaction SMILES: [CH2:1]([O:3][C:4](=[O:12])[CH2:5][C:6]1[CH:7]=[N:8][CH:9]=[CH:10][CH:11]=1)[CH3:2].[H-].[Na+].C1OCCOCCOCCOCCOCC[O:17][CH2:16]1.C(OC=O)C.[Cl-].[NH4+]>C1(C)C=CC=CC=1>[CH2:1]([O:3][C:4](=[O:12])[C:5]([C:6]1[CH:7]=[N:8][CH:9]=[CH:10][CH:11]=1)=[CH:16][OH:17])[CH3:2] |f:1.2,5.6|. Reported procedure: 1.65 g (10.0 mmol) 3-pyridylacetic acid ethyl ester are initially introduced into 20 ml anhydrous toluene under argon. 410 mg (10.3 mmol) sodium hydride suspension (60% strength in paraffin oil) and 130 mg (0.50 mmol) 18-crown-6 are added in portions to the solution and the mixture is stirred at RT for 30 min and then at 85° C. (bath temperature) for 30 min. After this time, the mixture is cooled and 1.48 g (20.0 mol) formic acid ethyl ester are added dropwise at approx. 20° C. The mixture is st...